This data is from the Open Reaction Database (ORD), a public repository of structured organic reaction records. The task is: describe an organic reaction: reactants, conditions, products, and yield Reactants: FC(C1=CC=C2C(=CC=NC2=C1)NC1=CC=C(C(=O)O)C=C1)(F)F (4-[[7-(trifluoromethyl)-4-quinolinyl]amino]benzoic acid), ClC1=CC=C(C=C1)C1=CCNCC1 (4-[4-chlorophenyl]-1,2,5,6-tetrahydropyridine), S(=O)(Cl)Cl (thionyl chloride), acid chloride. Solvent: N1=CC=CC=C1 (pyridine). Conditions: time 8 hour. Product: ClC1=CC=C(C=C1)C1=CCN(CC1)C(C1=CC=C(C=C1)NC1=CC=NC2=CC(=CC=C12)C(F)(F)F)=O (4-(4-chlorophenyl)-1,2,5,6-tetrahydro-1-[4-[[7-(trifluoromethyl)-4-quinolinyl]-amino]benzoyl]pyridine). The yield is 50.2%. RXN SMILES: [F:1][C:2]([F:24])([F:23])[C:3]1[CH:12]=[C:11]2[C:6]([C:7]([NH:13][C:14]3[CH:22]=[CH:21][C:17]([C:18]([OH:20])=O)=[CH:16][CH:15]=3)=[CH:8][CH:9]=[N:10]2)=[CH:5][CH:4]=1.S(Cl)(Cl)=O.[Cl:29][C:30]1[CH:35]=[CH:34][C:33]([C:36]2[CH2:41][CH2:40][NH:39][CH2:38][CH:37]=2)=[CH:32][CH:31]=1>N1C=CC=CC=1>[Cl:29][C:30]1[CH:35]=[CH:34][C:33]([C:36]2[CH2:41][CH2:40][N:39]([C:18](=[O:20])[C:17]3[CH:16]=[CH:15][C:14]([NH:13][C:7]4[C:6]5[C:11](=[CH:12][C:3]([C:2]([F:24])([F:1])[F:23])=[CH:4][CH:5]=5)[N:10]=[CH:9][CH:8]=4)=[CH:22][CH:21]=3)[CH2:38][CH:37]=2)=[CH:32][CH:31]=1. Procedure: A solution of 3.9 g of 4-[[7-(trifluoromethyl)-4-quinolinyl]amino]benzoic acid and thionyl chloride is allowed to reflux for 41/2 hours. After isolation, the acid chloride is dissolved in 100 ml pyridine and 4.0 g of 4-[4-chlorophenyl]-1,2,5,6-tetrahydropyridine is added. The reaction is stirred overnight and then partitioned between chloroform and aqueous sodium carbonate. The organic phase is dried and concentrated. The residue is crystallized from methylene chloride. The crystals are filtered...